From a dataset of the Open Reaction Database (ORD), a public repository of structured organic reaction records. describe an organic reaction: reactants, conditions, products, and yield Starting materials: CCOc1ccccc1N1CCNCC1, ClCCl, COc1ccc(C2=NOC(CCC=O)C2)cc1OC, CCN(C(C)C)C(C)C, Cl. Product: CCOc1ccccc1N1CCN(CCCC2CC(c3ccc(OC)c(OC)c3)=NO2)CC1. Reaction SMILES: [CH2:21]([CH3:22])[O:23][c:24]1[c:25]([N:30]2[CH2:31][CH2:32][NH:33][CH2:34][CH2:35]2)[cH:26][cH:27][cH:28][cH:29]1.[CH2:45]([Cl:46])[Cl:47].[CH3:1][O:2][c:3]1[cH:4][c:5]([C:11]2=[N:12][O:13][CH:14]([CH2:16][CH2:17][CH:18]=[O:19])[CH2:15]2)[cH:6][cH:7][c:8]1[O:9][CH3:10].[CH:36]([N:37]([CH:38]([CH3:39])[CH3:40])[CH2:41][CH3:42])([CH3:43])[CH3:44].[ClH:20]>>[CH3:1][O:2][c:3]1[cH:4][c:5]([C:11]2=[N:12][O:13][CH:14]([CH2:16][CH2:17][CH2:18][N:33]3[CH2:32][CH2:31][N:30]([c:25]4[c:24]([O:23][CH2:21][CH3:22])[cH:29][cH:28][cH:27][cH:26]4)[CH2:35][CH2:34]3)[CH2:15]2)[cH:6][cH:7][c:8]1[O:9][CH3:10]. Reactants: FCC(C(F)C(F)F)C(F)(F)F, O, O=S(=O)(O)O. The product is OC(CF)(C(F)C(F)F)C(F)(F)F. Reaction SMILES: [F:1][CH2:2][CH:3]([C:4]([F:5])([F:6])[F:7])[CH:8]([CH:9]([F:10])[F:11])[F:12].[OH2:18].[S:13]([OH:14])(=[O:15])(=[O:16])[OH:17]>>[F:1][CH2:2][C:3]([C:4]([F:5])([F:6])[F:7])([CH:8]([CH:9]([F:10])[F:11])[F:12])[OH:14]. The reactants are [BH3-]C#N, C=O, CC(=O)O, CO, CCn1c2ccccc2c2cc(C(N)=O)c(N)nc21, [Na+]. The product is CCn1c2ccccc2c2cc(C(N)=O)c(NC)nc21. RXN SMILES: [C:26]([BH3-:27])#[N:28].[CH2:20]=[O:21].[CH3:22][C:23](=[O:24])[OH:25].[CH3:30][OH:31].[NH2:1][c:2]1[c:3]([C:17](=[O:18])[NH2:19])[cH:4][c:5]2[c:6]([n:7]([CH2:14][CH3:15])[c:8]3[cH:9][cH:10][cH:11][cH:12][c:13]23)[n:16]1.[Na+:29]>>[NH:1]([c:2]1[c:3]([C:17](=[O:18])[NH2:19])[cH:4][c:5]2[c:6]([n:7]([CH2:14][CH3:15])[c:8]3[cH:9][cH:10][cH:11][cH:12][c:13]23)[n:16]1)[CH3:22]. Reactants: C(C1=CC=CC=C1)OC1=CC=2N(C=C1)N=C(C2C=2SC(=C(N2)C2=CC=CC=C2)C2=NN=CN2)C (5-(benzyloxy)-2-methyl-3-[4-phenyl-5-(4H-1,2,4-triazol-3-yl)-1,3-thiazol-2-yl]pyrazolo[1,5-a]pyridine). Reagents/catalysts: [C].[Pd] (palladium-carbon). Run in C(C)O (ethanol), O1CCCC1 (tetrahydrofuran), CO (methanol). Conditions: time 31 hour. Yields the product CC1=NN2C(C=C(C=C2)O)=C1C=1SC(=C(N1)C1=CC=CC=C1)C1=NN=CN1 (2-methyl-3-[4-phenyl-5-(4H-1,2,4-triazol-3-yl)-1,3-thiazol-2-yl]pyrazolo[1,5-a]pyridin-5-ol). The yield is 38.6%. As a reaction SMILES: C([O:8][C:9]1[CH:14]=[CH:13][N:12]2[N:15]=[C:16]([CH3:34])[C:17]([C:18]3[S:19][C:20]([C:29]4[NH:33][CH:32]=[N:31][N:30]=4)=[C:21]([C:23]4[CH:28]=[CH:27][CH:26]=[CH:25][CH:24]=4)[N:22]=3)=[C:11]2[CH:10]=1)C1C=CC=CC=1>O1CCCC1.CO.C(O)C.[C].[Pd]>[CH3:34][C:16]1[C:17]([C:18]2[S:19][C:20]([C:29]3[NH:33][CH:32]=[N:31][N:30]=3)=[C:21]([C:23]3[CH:28]=[CH:27][CH:26]=[CH:25][CH:24]=3)[N:22]=2)=[C:11]2[CH:10]=[C:9]([OH:8])[CH:14]=[CH:13][N:12]2[N:15]=1 |f:4.5|. Procedure: To a solution of 5-(benzyloxy)-2-methyl-3-[4-phenyl-5-(4H-1,2,4-triazol-3-yl)-1,3-thiazol-2-yl]pyrazolo[1,5-a]pyridine (220 mg, 0.47 mmol) produced in Example 30(x) in tetrahydrofuran (20 mL) and methanol (10 mL) was added 10% palladium-carbon (50% wet with water, 110 mg). Under a hydrogen atmosphere (1 atm), the mixture was stirred at room temperature for 31 hr, and 10% palladium-carbon was filtered off. The filtrate was concentrated under reduced pressure, the obtained residue was purified by ... The reactants are NC=1C2=C(NC3=C(N1)C=CC(=C3)F)SC3=C2C=CC=C3 (12-amino-8-fluoro-6H-[1]benzothieno[2,3-b][1,5]benzodiazepine), C(CC(O)(C(=O)O)CC(=O)O)(=O)O (citric acid), FC1=CC2=C(N=C(C3=C(N2)SC2=C3C=CC=C2)N(C)CCN(C)C)C=C1 (8-fluoro-12-[N-(2-dimethylaminoethyl)-N-methylamino]-6H-[1]benzothieno[2,3-b][1,5]benzodiazepine), Cl (hydrochloride), CN(CCNC)C (N,N,N′-trimethylethylenediamine). Reaction SMILES: [NH2:1][C:2]1[C:3]2[C:16]3[CH:17]=[CH:18][CH:19]=[CH:20][C:15]=3[S:14][C:4]=2[NH:5][C:6]2[CH:12]=[C:11](F)[CH:10]=[CH:9][C:7]=2[N:8]=1.Cl.CN(C)CCNC.C(O)(=O)CC(CC(O)=O)(C(O)=O)O.[F:42]C1C=CC2N=C(N(CCN(C)C)C)C3C4C=CC=CC=4SC=3NC=2C=1>CS(C)=O>[NH2:1][C:2]1[C:3]2[C:16]3[CH:17]=[CH:18][C:19]([F:42])=[CH:20][C:15]=3[S:14][C:4]=2[NH:5][C:6]2[CH:12]=[CH:11][CH:10]=[CH:9][C:7]=2[N:8]=1. Product: NC=1C2=C(NC3=C(N1)C=CC=C3)SC3=C2C=CC(=C3)F (12-Amino-3-fluoro-6H-[1]benzothieno[2,3-b][1,5]benzodiazepine). Run in CS(=O)C (dimethyl sulfoxide). Reported procedure: In the same manner as in Example 42 and using 12-amino-8-fluoro-6H-[1]benzothieno[2,3-b][1,5]benzodiazepine.1 hydrochloride (1.3 g), N,N,N′-trimethylethylenediamine (13 g), dimethyl sulfoxide (5 ml) and citric acid, 8-fluoro-12-[N-(2-dimethylaminoethyl)-N-methylamino]-6H-[1]benzothieno[2,3-b][1,5]benzodiazepine.1 citrate 1 hydrate (289 mg) was obtained. Reactants: N1=CC(C(C2=CC=CC=C12)=O)C(=O)OCC (ethyl 4-quinolone-3-carboxylate), O (water), Cl (HCl), [OH-].[Na+] (NaOH). The solvent is O1CCOCC1 (dioxan). The product is N1=CC(C(C2=CC=CC=C12)=O)C(=O)O (4-Quinolone-3-carboxylic acid). The yield is 100.2%. As a reaction SMILES: [N:1]1[C:10]2[C:5](=[CH:6][CH:7]=[CH:8][CH:9]=2)[C:4](=[O:11])[CH:3]([C:12]([O:14]CC)=[O:13])[CH:2]=1.O.[OH-].[Na+].Cl>O1CCOCC1>[N:1]1[C:10]2[C:5](=[CH:6][CH:7]=[CH:8][CH:9]=2)[C:4](=[O:11])[CH:3]([C:12]([OH:14])=[O:13])[CH:2]=1 |f:2.3|. Procedure: A suspension of ethyl 4-quinolone-3-carboxylate (900 mg) (Maybridge Chemical Co. Ltd) in dioxan (6 ml)/water (6 ml) was treated with 40% NaOH solution (8 ml) and refluxed 6 hours. The solution was cooled, acidified to pH2 with conc. HCl and the solid filtered off and dried under vacuum in the presence of P2O5 to provide the title compound (785 mg). MS (−ve ion chemical ionisation) m/z 188([M−H]−, 100%).